From a dataset of the Open Reaction Database (ORD), a public repository of structured organic reaction records. describe an organic reaction: reactants, conditions, products, and yield Starting materials: CO, COC(=O)c1ccc(CCCC2C(Cl)CC(OC3CCCCO3)C2C=CC(O)CCCC(C)O)s1, Cc1ccc(S(=O)(=O)[O-])cc1, c1cc[nH+]cc1. Yields the product COC(=O)c1ccc(CCCC2C(Cl)CC(O)C2C=CC(O)CCCC(C)O)s1. As a reaction SMILES: [CH3:53][OH:54].[Cl:1][CH:2]1[CH2:3][CH:4]([O:29][CH:30]2[CH2:31][CH2:32][CH2:33][CH2:34][O:35]2)[CH:5]([CH:19]=[CH:20][CH:21]([CH2:22][CH2:23][CH2:24][CH:25]([CH3:26])[OH:27])[OH:28])[CH:6]1[CH2:7][CH2:8][CH2:9][c:10]1[cH:11][cH:12][c:13]([C:15](=[O:16])[O:17][CH3:18])[s:14]1.[c:36]1([CH3:37])[cH:38][cH:39][c:40]([S:41]([O-:42])(=[O:43])=[O:44])[cH:45][cH:46]1.[nH+:47]1[cH:48][cH:49][cH:50][cH:51][cH:52]1>>[Cl:1][CH:2]1[CH2:3][CH:4]([OH:29])[CH:5]([CH:19]=[CH:20][CH:21]([CH2:22][CH2:23][CH2:24][CH:25]([CH3:26])[OH:27])[OH:28])[CH:6]1[CH2:7][CH2:8][CH2:9][c:10]1[cH:11][cH:12][c:13]([C:15](=[O:16])[O:17][CH3:18])[s:14]1. Product: ClC1=CC2=C(NC(=N2)[C@H](COC)NC(C2=CC(=C(C=C2)N2C(COCC2)=O)F)=O)C=C1 (N-[(1R)-1-(5-chloro-1H-benzimidazol-2-yl)-2-methoxy-ethyl]-3-fluoro-4-(morpholin-3-on-4-yl)-benzamide). Reaction SMILES: [F:1][C:2]1[CH:3]=[C:4]([CH:8]=[CH:9][C:10]=1[N:11]1[CH2:16][CH2:15][O:14][CH2:13][C:12]1=[O:17])[C:5](Cl)=[O:6].[Cl:18][C:19]1[CH:32]=[CH:31][C:22]2[NH:23][C:24]([C@@H:26]([NH2:30])[CH2:27][O:28][CH3:29])=[N:25][C:21]=2[CH:20]=1>C1COCC1>[Cl:18][C:19]1[CH:32]=[CH:31][C:22]2[NH:23][C:24]([C@@H:26]([NH:30][C:5](=[O:6])[C:4]3[CH:8]=[CH:9][C:10]([N:11]4[CH2:16][CH2:15][O:14][CH2:13][C:12]4=[O:17])=[C:2]([F:1])[CH:3]=3)[CH2:27][O:28][CH3:29])=[N:25][C:21]=2[CH:20]=1. The reactants are FC=1C=C(C(=O)Cl)C=CC1N1C(COCC1)=O (3-fluoro-4-(morpholin-3-on-4-yl)benzoic acid-chloride), ClC1=CC2=C(NC(=N2)[C@H](COC)N)C=C1 ((1R)-1-(5-chloro-1H-benzimidazol-2-yl)-2-methoxyethylamine). Reported procedure: Prepared analogously to Example 41d from 3-fluoro-4-(morpholin-3-on-4-yl)benzoic acid-chloride and (1R)-1-(5-chloro-1H-benzimidazol-2-yl)-2-methoxyethylamine with TEA in THF. The solvent is C1CCOC1 (THF). Starting materials: CC(=O)OCC(=O)Nc1ccc(C2=NNC(=O)NC2C)cc1, CO, N. Yields the product CC1NC(=O)NN=C1c1ccc(NC(=O)CO)cc1. Reaction SMILES: [C:2](=[O:3])([CH3:4])[O:5][CH2:6][C:7](=[O:8])[NH:9][c:10]1[cH:11][cH:12][c:13]([C:16]2=[N:21][NH:20][C:19](=[O:22])[NH:18][CH:17]2[CH3:23])[cH:14][cH:15]1.[CH3:24][OH:25].[NH3:1]>>[OH:5][CH2:6][C:7](=[O:8])[NH:9][c:10]1[cH:11][cH:12][c:13]([C:16]2=[N:21][NH:20][C:19](=[O:22])[NH:18][CH:17]2[CH3:23])[cH:14][cH:15]1. Reactants: C1(CCC1)N1CCN(CC1)C(=O)C=1C=C2C=C(NC2=CC1)C(=O)N1CCC(CC1)(F)F ([5-(4-Cyclobutyl-piperazine-1-carbonyl)-1H-indol-2-yl]-(4,4-difluoro-piperidin-1-yl)-methanone), FC(C=1C=C(C=CC1)B(O)O)(F)F (3-(trifluoromethyl)phenylboronic acid), N1=CC=CC=C1 (pyridine). Reagents/catalysts: C(C)(=O)[O-].[Cu+2].C(C)(=O)[O-] (copper(II) acetate). The solvent is ClCCl (dichloromethane). Yields the product C1(CCC1)N1CCN(CC1)C(=O)C=1C=C2C=C(N(C2=CC1)C1=CC=C(C=C1)C(F)(F)F)C(=O)N1CCC(CC1)(F)F ([5-(4-Cyclobutyl-piperazine-1-carbonyl)-1-(4-trifluoromethyl-phenyl)-1H-indol-2-yl]-(4,4-difluoro-piperidin-1-yl)-methanone). The yield is 49.0%. Reaction SMILES: [CH:1]1([N:5]2[CH2:10][CH2:9][N:8]([C:11]([C:13]3[CH:14]=[C:15]4[C:19](=[CH:20][CH:21]=3)[NH:18][C:17]([C:22]([N:24]3[CH2:29][CH2:28][C:27]([F:31])([F:30])[CH2:26][CH2:25]3)=[O:23])=[CH:16]4)=[O:12])[CH2:7][CH2:6]2)[CH2:4][CH2:3][CH2:2]1.[F:32][C:33]([F:44])([F:43])[C:34]1[CH:35]=[C:36](B(O)O)[CH:37]=[CH:38][CH:39]=1.N1C=CC=CC=1>ClCCl.C([O-])(=O)C.[Cu+2].C([O-])(=O)C>[CH:1]1([N:5]2[CH2:6][CH2:7][N:8]([C:11]([C:13]3[CH:14]=[C:15]4[C:19](=[CH:20][CH:21]=3)[N:18]([C:37]3[CH:36]=[CH:35][C:34]([C:33]([F:44])([F:43])[F:32])=[CH:39][CH:38]=3)[C:17]([C:22]([N:24]3[CH2:25][CH2:26][C:27]([F:30])([F:31])[CH2:28][CH2:29]3)=[O:23])=[CH:16]4)=[O:12])[CH2:9][CH2:10]2)[CH2:2][CH2:3][CH2:4]1 |f:4.5.6|. Procedure details: The title compound was synthesized in analogy to example 66, from [5-(4-cyclobutyl-piperazine-1-carbonyl)-1H-indol-2-yl]-(4,4-difluoro-piperidin-1-yl)-methanone (example 41), 3-(trifluoromethyl)phenylboronic acid, copper(II) acetate and pyridine in dichloromethane, to give the desired product as a colorless foam (49%).